Dataset: the Open Reaction Database (ORD), a public repository of structured organic reaction records. Task: describe an organic reaction: reactants, conditions, products, and yield Starting materials: CC=1NC2=CC=CC=C2C1C(C1=CC=C(C=C1)OC)=O (2-methyl-3-(4-methoxybenzoyl)indole), [H-].[Na+] (sodium hydride), ClC[Si](C)(C)C (chloromethyl trimethylsilane), [I-].[Na+] (sodium iodide). The solvent is CN(C)C=O (DMF). The product is CC=1N(C2=CC=CC=C2C1C(C1=CC=C(C=C1)OC)=O)C[Si](C)(C)C (2-methyl-3-(4-methoxybenzoyl)-1-trimethylsilylmethyl-1H-indole). Reaction SMILES: [CH3:1][C:2]1[NH:3][C:4]2[C:9]([C:10]=1[C:11](=[O:20])[C:12]1[CH:17]=[CH:16][C:15]([O:18][CH3:19])=[CH:14][CH:13]=1)=[CH:8][CH:7]=[CH:6][CH:5]=2.[H-].[Na+].Cl[CH2:24][Si:25]([CH3:28])([CH3:27])[CH3:26].[I-].[Na+]>CN(C=O)C>[CH3:1][C:2]1[N:3]([CH2:24][Si:25]([CH3:28])([CH3:27])[CH3:26])[C:4]2[C:9]([C:10]=1[C:11](=[O:20])[C:12]1[CH:17]=[CH:16][C:15]([O:18][CH3:19])=[CH:14][CH:13]=1)=[CH:8][CH:7]=[CH:6][CH:5]=2 |f:1.2,4.5|. Procedure: A solution of 15 g. (0.057 mole) of 2-methyl-3-(4-methoxybenzoyl)indole in 120 ml. of DMF under nitrogen was treated with 1.36 g. (0.057 mole) of sodium hydride at 0° C. The mixture was allowed to warm to room temperature over a period of two hours and then treated with 20 ml. of chloromethyl trimethylsilane and a catalytic amount of sodium iodide and stirred at room temperature for about twelve hours. The solvent was removed by distillation in vacuo, the residue was mixed with 500 ml. of diethy... Starting materials: CCc1cc(Br)ccc1CBr, CCOCC, N#C[K], CN(C)C=O, O. The product is CCc1cc(Br)ccc1CC#N. Reaction SMILES: [Br:1][c:2]1[cH:3][c:4]([CH2:10][CH3:11])[c:5]([CH2:8][Br:9])[cH:6][cH:7]1.[CH3:21][CH2:22][O:23][CH2:24][CH3:25].[K:12][C:13]#[N:14].[O:15]=[CH:16][N:17]([CH3:18])[CH3:19].[OH2:20]>>[Br:1][c:2]1[cH:3][c:4]([CH2:10][CH3:11])[c:5]([CH2:8][C:13]#[N:14])[cH:6][cH:7]1. Product: Cc1cc(C(=O)Nc2cccc(C#Cc3cc(C(=O)N=S(C)(=O)c4cccc(CC(=O)O)c4)cnc3N)c2)n(C)n1. As a reaction SMILES: [CH3:46][OH:47].[ClH:45].[NH2:1][c:2]1[c:3]([C:25]#[C:26][c:27]2[cH:28][c:29]([NH:33][C:34](=[O:35])[c:36]3[cH:37][c:38]([CH3:42])[n:39][n:40]3[CH3:41])[cH:30][cH:31][cH:32]2)[cH:4][c:5]([C:8](=[O:9])[N:10]=[S:11](=[O:12])([CH3:13])[c:14]2[cH:15][c:16]([CH2:20][C:21](=[O:22])[O:23][CH3:24])[cH:17][cH:18][cH:19]2)[cH:6][n:7]1.[Na+:44].[OH-:43].[OH2:48]>>[NH2:1][c:2]1[c:3]([C:25]#[C:26][c:27]2[cH:28][c:29]([NH:33][C:34](=[O:35])[c:36]3[cH:37][c:38]([CH3:42])[n:39][n:40]3[CH3:41])[cH:30][cH:31][cH:32]2)[cH:4][c:5]([C:8](=[O:9])[N:10]=[S:11](=[O:12])([CH3:13])[c:14]2[cH:15][c:16]([CH2:20][C:21](=[O:22])[OH:23])[cH:17][cH:18][cH:19]2)[cH:6][n:7]1. The reactants are CO, Cl, COC(=O)Cc1cccc(S(C)(=O)=NC(=O)c2cnc(N)c(C#Cc3cccc(NC(=O)c4cc(C)nn4C)c3)c2)c1, [Na+], [OH-], O.